This data is from the Open Reaction Database (ORD), a public repository of structured organic reaction records. The task is: describe an organic reaction: reactants, conditions, products, and yield The reactants are CO, O=C(Nc1ccc(CC2CCN(S(=O)(=O)N3CCCCC3)CC2)cc1)C(F)(F)F, O. Product: Nc1ccc(CC2CCN(S(=O)(=O)N3CCCCC3)CC2)cc1. RXN SMILES: [CH3:30][OH:31].[F:1][C:2]([F:3])([F:4])[C:28]([NH:5][c:6]1[cH:7][cH:8][c:9]([CH2:12][CH:13]2[CH2:14][CH2:15][N:16]([S:19](=[O:20])(=[O:21])[N:22]3[CH2:23][CH2:24][CH2:25][CH2:26][CH2:27]3)[CH2:17][CH2:18]2)[cH:10][cH:11]1)=[O:29].[OH2:32]>>[NH2:5][c:6]1[cH:7][cH:8][c:9]([CH2:12][CH:13]2[CH2:14][CH2:15][N:16]([S:19](=[O:20])(=[O:21])[N:22]3[CH2:23][CH2:24][CH2:25][CH2:26][CH2:27]3)[CH2:17][CH2:18]2)[cH:10][cH:11]1.